This data is from the Open Reaction Database (ORD), a public repository of structured organic reaction records. The task is: describe an organic reaction: reactants, conditions, products, and yield The product is COC(C)(C)CCC=O. The reactants are COC(CCC(C)(C)OC)OC, C1CCOC1, O, O=C(O)C(=O)O. Reaction SMILES: [CH3:1][O:2][CH:3]([CH2:4][CH2:5][C:6]([CH3:7])([CH3:8])[O:9][CH3:10])[O:11][CH3:12].[O:13]1[CH2:14][CH2:15][CH2:16][CH2:17]1.[OH2:24].[OH:18][C:19]([C:20](=[O:21])[OH:22])=[O:23]>>[O:2]=[CH:3][CH2:4][CH2:5][C:6]([CH3:7])([CH3:8])[O:9][CH3:10].